This data is from the Open Reaction Database (ORD), a public repository of structured organic reaction records. The task is: describe an organic reaction: reactants, conditions, products, and yield Reactants: O=C([O-])[O-], CSc1ccc(O)c(-c2ccccn2)n1, CN(C)c1ccncc1, COc1cc2nccc(Cl)c2cc1OC, [Cs+], [Cs+], O. Product: COc1cc2nccc(Oc3ccc(SC)nc3-c3ccccn3)c2cc1OC. RXN SMILES: [C:31](=[O:32])([O-:33])[O-:34].[CH3:1][S:2][c:3]1[cH:4][cH:5][c:6]([OH:15])[c:7](-[c:9]2[n:10][cH:11][cH:12][cH:13][cH:14]2)[n:8]1.[CH3:37][N:38]([CH3:39])[c:40]1[cH:41][cH:42][n:43][cH:44][cH:45]1.[Cl:16][c:17]1[cH:18][cH:19][n:20][c:21]2[cH:22][c:23]([O:29][CH3:30])[c:24]([O:27][CH3:28])[cH:25][c:26]12.[Cs+:35].[Cs+:36].[OH2:46]>>[CH3:1][S:2][c:3]1[cH:4][cH:5][c:6]([O:15][c:17]2[cH:18][cH:19][n:20][c:21]3[cH:22][c:23]([O:29][CH3:30])[c:24]([O:27][CH3:28])[cH:25][c:26]23)[c:7](-[c:9]2[n:10][cH:11][cH:12][cH:13][cH:14]2)[n:8]1. The solvent is C(C)#N (acetonitrile). Reported procedure: 1 part of NaH was added, a little at a time, to 5 parts of 9-hydroxy-3,4-diazatricyclo[4,2,1,02,5 ]nona-3,7-diene and 100 parts of acetonitrile at 20° C., while stirring. Thereafter, 20 parts of methyl iodide were added and stirring was continued for 12 hours at 20° C. The reaction mixture was evaporated down in a rotary evaporator at from 20° to 50° C. and under 20 mbar, and the residue was extracted with 200 parts of petroleum ether. The petroleum ether phase was evaporated down to give 5 part... RXN SMILES: [H-].[Na+].[OH:3][CH:4]1[CH:10]2[CH:11]=[CH:12][CH:5]1[CH:6]1[CH:9]2[N:8]=[N:7]1.[CH3:13]I>C(#N)C>[CH3:13][O:3][CH:4]1[CH:10]2[CH:11]=[CH:12][CH:5]1[CH:6]1[CH:9]2[N:8]=[N:7]1 |f:0.1|. The reactants are [H-].[Na+] (NaH), OC1C2C3N=NC3C1C=C2 (9-hydroxy-3,4-diazatricyclo[4,2,1,02,5 ]nona-3,7-diene), CI (methyl iodide). Conditions: time 12 hour. Yields the product COC1C2C3N=NC3C1C=C2 (9-methoxy-3,4-diazatricyclo[4,2,1,02,5 ]-nona-3,7-diene). The product is O=C(O)c1cccnc1SCCC(F)(F)c1ccc(F)cc1. Starting materials: Fc1ccc(C(F)(F)CCBr)cc1, Cl, [K+], [K+], O=C([O-])[O-], CN(C)C=O, O, O=C(O)c1cccnc1S. As a reaction SMILES: [Br:1][CH2:2][CH2:3][C:4]([F:5])([F:6])[c:7]1[cH:8][cH:9][c:10]([F:13])[cH:11][cH:12]1.[ClH:30].[K+:14].[K+:15].[O-:16][C:17]([O-:18])=[O:19].[O:31]=[CH:32][N:33]([CH3:34])[CH3:35].[OH2:36].[SH:20][c:21]1[c:22]([C:23](=[O:24])[OH:25])[cH:26][cH:27][cH:28][n:29]1>>[CH2:2]([CH2:3][C:4]([F:5])([F:6])[c:7]1[cH:8][cH:9][c:10]([F:13])[cH:11][cH:12]1)[S:20][c:21]1[c:22]([C:23](=[O:24])[OH:25])[cH:26][cH:27][cH:28][n:29]1. Reactants: C[C@@H]1CC[C@@]2(CC[C@@]3(C(=CC[C@H]4[C@]3(CC[C@@H]5[C@@]4(C[C@H]([C@@H]([C@@]5(C)CO)O)O)C)C)[C@@H]2[C@H]1C)C)C(=O)O (Asiatic acid), [N+](=[N-])=C (diazomethane). Yields the product C[C@@H]1CC[C@@]2(CC[C@@]3(C(=CC[C@H]4[C@]3(CC[C@@H]5[C@@]4(C[C@H]([C@@H]([C@@]5(C)CO)O)O)C)C)[C@@H]2[C@H]1C)C)C(=O)OC (methyl asiatate). As a reaction SMILES: [CH3:1][C@H:2]1[C@H:30]([CH3:31])[C@@H:29]2[C@@:5]([C:33]([OH:35])=[O:34])([CH2:6][CH2:7][C@@:8]3([CH3:32])[C@:13]4([CH3:28])[CH2:14][CH2:15][C@H:16]5[C@@:21]([CH2:23][OH:24])([CH3:22])[C@@H:20]([OH:25])[C@H:19]([OH:26])[CH2:18][C@:17]5([CH3:27])[C@H:12]4[CH2:11][CH:10]=[C:9]32)[CH2:4][CH2:3]1.[N+](=[CH2:38])=[N-]>>[CH3:1][C@H:2]1[C@H:30]([CH3:31])[C@@H:29]2[C@@:5]([C:33]([O:35][CH3:38])=[O:34])([CH2:6][CH2:7][C@@:8]3([CH3:32])[C@:13]4([CH3:28])[CH2:14][CH2:15][C@H:16]5[C@@:21]([CH2:23][OH:24])([CH3:22])[C@@H:20]([OH:25])[C@H:19]([OH:26])[CH2:18][C@:17]5([CH3:27])[C@H:12]4[CH2:11][CH:10]=[C:9]32)[CH2:4][CH2:3]1. Procedure: Asiatic acid (2) is treated with diazomethane to obtain methyl asiatate (3, R3 =methyl) quantatively, which is then oxidized to give a compound of lactol structure (4, R3 =methyl) in which A-ring have been modified. The compound is treated with catalytic amount of acetic acid/piperidine to obtain methyl A(1)-norursa-2,12-diene-23-hydroxy-2-formyl-28-oate (5, R3 =methyl). [See Scheme 1]